The task is: describe an organic reaction: reactants, conditions, products, and yield. This data is from the Open Reaction Database (ORD), a public repository of structured organic reaction records. Reactants: COC1=CC=C(CCl)C=C1 (4-methoxybenzyl chloride), C([O-])([O-])=O.[K+].[K+] (potassium carbonate), OC1C(CCCC1)(C(NC)=S)N1C=NC(=C1)[N+](=O)[O-] (2-hydroxy-N-methyl-1-(4-nitroimidazol-1-yl)cyclohexanecarbothioamide), O (Water). Run in CN(C=O)C (N,N-dimethylformamide). Reaction conditions: time 17 hour. Product: COC1=CC=C(CSC(C2(C(CCCC2)O)N2C=NC(=C2)[N+](=O)[O-])=NC)C=C1 (2-[(4-Methoxybenzylthio)(methylimino)methyl)-2-(4-nitroimidazol-1-yl)cyclohexanol). Yield: 66.5%. Reaction SMILES: [CH3:1][O:2][C:3]1[CH:10]=[CH:9][C:6]([CH2:7]Cl)=[CH:5][CH:4]=1.C(=O)([O-])[O-].[K+].[K+].[OH:17][CH:18]1[CH2:23][CH2:22][CH2:21][CH2:20][C:19]1([N:28]1[CH:32]=[C:31]([N+:33]([O-:35])=[O:34])[N:30]=[CH:29]1)[C:24](=[S:27])[NH:25][CH3:26].O>CN(C)C=O>[CH3:1][O:2][C:3]1[CH:10]=[CH:9][C:6]([CH2:7][S:27][C:24](=[N:25][CH3:26])[C:19]2([N:28]3[CH:32]=[C:31]([N+:33]([O-:35])=[O:34])[N:30]=[CH:29]3)[CH2:20][CH2:21][CH2:22][CH2:23][CH:18]2[OH:17])=[CH:5][CH:4]=1 |f:1.2.3|. Reported procedure: 21.7 ml (160 mmol) of 4-methoxybenzyl chloride and 32.94 g (238 mmol) of potassium carbonate were added to a solution of 45.23 g (159 mmol) of the 2-hydroxy-N-methyl-1-(4-nitroimidazol-1-yl)cyclohexanecarbothioamide (L form) prepared in the Example 17 in 300 ml of N,N-dimethylformamide. The obtained mixture was stirred at room temperature for 17 hours to give a yellowish-brown suspension. Water and common salt were added to this suspension and the obtained mixture was extracted with ethyl acetat... The reactants are CS(=O)(=O)CCCNc1ccc(C#N)cc1[N+](=O)[O-], CO, CN(C)C=O. Yields the product CS(=O)(=O)CCCNc1ccc(C#N)cc1N. As a reaction SMILES: [CH3:1][S:2](=[O:3])(=[O:4])[CH2:5][CH2:6][CH2:7][NH:8][c:9]1[c:10]([N+:17]([O-:18])=[O:19])[cH:11][c:12]([C:13]#[N:14])[cH:15][cH:16]1.[CH3:20][OH:21].[O:22]=[CH:23][N:24]([CH3:25])[CH3:26]>>[CH3:1][S:2](=[O:3])(=[O:4])[CH2:5][CH2:6][CH2:7][NH:8][c:9]1[c:10]([NH2:17])[cH:11][c:12]([C:13]#[N:14])[cH:15][cH:16]1. Reactants: C1(C=CC(C=C1)=O)=O (p-benzoquinone), NC1=C(C=CC=C1OC)S (2-amino-3-methoxythiophenol). Solvent: CO (methanol), CO (methanol). Conditions: time 45 minute. Yields the product COC=1C=CC=C2SC3=CC(C=CC3=NC12)=O (9-Methoxy-3H-phenothiazin-3-one). Reaction SMILES: [C:1]1(=[O:8])[CH:6]=[CH:5][C:4](=O)[CH:3]=[CH:2]1.[NH2:9][C:10]1[C:15]([O:16][CH3:17])=[CH:14][CH:13]=[CH:12][C:11]=1[SH:18]>CO>[CH3:17][O:16][C:15]1[CH:14]=[CH:13][CH:12]=[C:11]2[C:10]=1[N:9]=[C:4]1[C:3](=[CH:2][C:1](=[O:8])[CH:6]=[CH:5]1)[S:18]2. Procedure details: To a suspension of p-benzoquinone (3.0 g) in 15 ml methanol was added 2-amino-3-methoxythiophenol (2.2 g) dissolved in 10 ml methanol. The mixture was stirred at room temperature for 45 minutes and concentrated in vacuo. The residue was triturated with ether and filtered. The resulting dark solid was chromatographed on silica gel and eluted with EtOAc, to afford the desired compound, m.p. 206°-207°. The reactants are [Li]CCCC, C1CCOC1, CN1CCCC1Cc1c[nH]c2ccc(OC3CCCCC3)cc12, O=S(=O)(Cl)c1ccccc1. Product: CN1CCCC1Cc1cn(S(=O)(=O)c2ccccc2)c2ccc(OC3CCCCC3)cc12. Reaction SMILES: [CH2:1]([Li:2])[CH2:3][CH2:4][CH3:5].[CH2:39]1[O:40][CH2:41][CH2:42][CH2:43]1.[CH:6]1([O:12][c:13]2[cH:14][c:15]3[c:16]([CH2:22][CH:23]4[N:24]([CH3:28])[CH2:25][CH2:26][CH2:27]4)[cH:17][nH:18][c:19]3[cH:20][cH:21]2)[CH2:7][CH2:8][CH2:9][CH2:10][CH2:11]1.[c:29]1([S:35](=[O:36])(=[O:37])[Cl:38])[cH:30][cH:31][cH:32][cH:33][cH:34]1>>[CH:6]1([O:12][c:13]2[cH:14][c:15]3[c:16]([CH2:22][CH:23]4[N:24]([CH3:28])[CH2:25][CH2:26][CH2:27]4)[cH:17][n:18]([S:35]([c:29]4[cH:30][cH:31][cH:32][cH:33][cH:34]4)(=[O:36])=[O:37])[c:19]3[cH:20][cH:21]2)[CH2:7][CH2:8][CH2:9][CH2:10][CH2:11]1. The reactants are COC(=O)C=1OC(=CC1)Br (5-Bromo-furan-2-carboxylic acid methyl ester), C1(=CC=CC=C1)B(O)O (phenylboronic acid). Yields the product C1(=CC=CC=C1)C1=CC=C(O1)C(=O)O (5-Phenyl-furan-2-carboxylic acid). As a reaction SMILES: C[O:2][C:3]([C:5]1[O:6][C:7](Br)=[CH:8][CH:9]=1)=[O:4].[C:11]1(B(O)O)[CH:16]=[CH:15][CH:14]=[CH:13][CH:12]=1>>[C:11]1([C:7]2[O:6][C:5]([C:3]([OH:2])=[O:4])=[CH:9][CH:8]=2)[CH:16]=[CH:15][CH:14]=[CH:13][CH:12]=1. Reported procedure: 5-Bromo-furan-2-carboxylic acid methyl ester (5) (205 mg, 1 mmol) was coupled to phenylboronic acid (146 mg, 1.2 mmol) using Method E except that once the reaction was complete, the solvents were removed in vacuo. The crude residue was re-dissolved in EtOAc (10 ml) and 1M NaOH (20 ml) was added. The aqueous layer was extracted with EtOAc (3×10 ml), and the organic layer was discarded. The aqueous layer was acidified to pH 1 with conc. HCl, and extracted with EtOAc (3×10 ml). The combined organic... Reaction SMILES: [C:5]([CH3:6])([CH3:7])([CH3:8])[O:9][C:10](=[O:11])[N:12]1[CH2:13][CH:14]([O:17][c:18]2[cH:19][cH:20][c:21]([CH:24]([C:25](=[O:26])[O:27][CH3:28])[CH2:29][c:30]3[nH:31][c:32]4[cH:33][c:34]([C:39]#[N:40])[cH:35][cH:36][c:37]4[cH:38]3)[cH:22][cH:23]2)[CH2:15][CH2:16]1.[CH3:3][OH:4].[Na+:2].[OH-:1].[OH2:41]>>[C:5]([CH3:6])([CH3:7])([CH3:8])[O:9][C:10](=[O:11])[N:12]1[CH2:13][CH:14]([O:17][c:18]2[cH:19][cH:20][c:21]([CH:24]([C:25](=[O:26])[OH:27])[CH2:29][c:30]3[nH:31][c:32]4[cH:33][c:34]([C:39]#[N:40])[cH:35][cH:36][c:37]4[cH:38]3)[cH:22][cH:23]2)[CH2:15][CH2:16]1. Product: CC(C)(C)OC(=O)N1CCC(Oc2ccc(C(Cc3cc4ccc(C#N)cc4[nH]3)C(=O)O)cc2)C1. The reactants are COC(=O)C(Cc1cc2ccc(C#N)cc2[nH]1)c1ccc(OC2CCN(C(=O)OC(C)(C)C)C2)cc1, CO, [Na+], [OH-], O. Reactants: C1C(CC2=CC=CC=C12)NC1=NC=C(C=C1)[N+](=O)[O-] (N-(2,3-dihydro-1H-inden-2-yl)-5-nitropyridin-2-amine). The reagents and catalysts are [Ni] (Raney Nickel). Run in CN(C)C=O (DMF). Yields the product C1C(CC2=CC=CC=C12)NC1=NC=C(C=C1)N (N2-(2,3-dihydro-1H-inden-2-yl)pyridine-2,5-diamine). As a reaction SMILES: [CH2:1]1[C:9]2[C:4](=[CH:5][CH:6]=[CH:7][CH:8]=2)[CH2:3][CH:2]1[NH:10][C:11]1[CH:16]=[CH:15][C:14]([N+:17]([O-])=O)=[CH:13][N:12]=1>[Ni].CN(C=O)C>[CH2:3]1[C:4]2[C:9](=[CH:8][CH:7]=[CH:6][CH:5]=2)[CH2:1][CH:2]1[NH:10][C:11]1[CH:16]=[CH:15][C:14]([NH2:17])=[CH:13][N:12]=1. Reported procedure: A mixture of N-(2,3-dihydro-1H-inden-2-yl)-5-nitropyridin-2-amine (5.5 g) and Raney Nickel (50 mg) was stirred in DMF (30 ml) under hydrogen overnight. The reaction mixture was filtered through celite and the solvent removed in vacuo, giving as a residue crude N2-(2,3-dihydro-1H-inden-2-yl)pyridine-2,5-diamine, which was on-reacted without further characterization other than ascertaining that the compound was one spot by tlc with the expected molecular weight (M+1) of 226. RXN SMILES: [C-:31]#[N:32].[C-:34]#[N:35].[CH3:24][N:25]1[CH2:26][CH2:27][CH2:28][C:29]1=[O:30].[F:1][C:2]([F:3])([F:4])[S:5]([O:6][c:7]1[c:8]([CH3:21])[c:9]2[c:13]([cH:14][cH:15]1)[CH:12]([CH2:16][C:17](=[O:18])[O:19][CH3:20])[CH2:11][CH2:10]2)(=[O:22])=[O:23].[Fe+2:128].[O:38]=[C:39]([CH:40]=[CH:41][c:42]1[cH:43][cH:44][cH:45][cH:46][cH:47]1)[CH:48]=[CH:49][c:50]1[cH:51][cH:52][cH:53][cH:54][cH:55]1.[O:56]=[C:57]([CH:58]=[CH:59][c:60]1[cH:61][cH:62][cH:63][cH:64][cH:65]1)[CH:66]=[CH:67][c:68]1[cH:69][cH:70][cH:71][cH:72][cH:73]1.[O:74]=[C:75]([CH:76]=[CH:77][c:78]1[cH:79][cH:80][cH:81][cH:82][cH:83]1)[CH:84]=[CH:85][c:86]1[cH:87][cH:88][cH:89][cH:90][cH:91]1.[Pd:36].[Pd:37].[Zn+2:33].[cH:110]1[cH:111][cH:112][c:113]([P:114]([c:115]2[cH:116][cH:117][cH:118][cH:119][cH:120]2)[c-:121]2[cH:122][cH:123][cH:124][cH:125]2)[cH:126][cH:127]1.[cH:92]1[cH:93][cH:94][c:95]([P:96]([c:97]2[cH:98][cH:99][cH:100][cH:101][cH:102]2)[c-:103]2[cH:104][cH:105][cH:106][cH:107]2)[cH:108][cH:109]1>>[c:7]1([C:24]#[N:25])[c:8]([CH3:21])[c:9]2[c:13]([cH:14][cH:15]1)[CH:12]([CH2:16][C:17](=[O:18])[O:19][CH3:20])[CH2:11][CH2:10]2. The product is COC(=O)CC1CCc2c1ccc(C#N)c2C. Starting materials: [C-]#N, [C-]#N, CN1CCCC1=O, COC(=O)CC1CCc2c1ccc(OS(=O)(=O)C(F)(F)F)c2C, [Fe+2], O=C(C=Cc1ccccc1)C=Cc1ccccc1, O=C(C=Cc1ccccc1)C=Cc1ccccc1, O=C(C=Cc1ccccc1)C=Cc1ccccc1, [Pd], [Pd], [Zn+2], c1ccc(P(c2ccccc2)[c-]2cccc2)cc1, c1ccc(P(c2ccccc2)[c-]2cccc2)cc1. Reactants: [N+](=O)([O-])C1=CC=C(COC(C(Cl)N2C(C(C2SC(CCCNC(=O)OCC2=CC=C(C=C2)[N+](=O)[O-])=O)CC)=O)=O)C=C1 (2-[3-ethyl-4-(4-p-nitrobenzyloxycarbonylaminobutyrylthio)-2-oxoazetidin- 1-yl]-2-chloroacetic acid p-nitrobenzyl ester), C1(=CC=CC=C1)P(C1=CC=CC=C1)C1=CC=CC=C1 (triphenylphosphine). The solvent is C(Cl)Cl (methylene chloride), O1CCCC1 (tetrahydrofuran). Reaction conditions: time 8 hour. The product is [N+](=O)([O-])C1=CC=C(COC(C(=P(C2=CC=CC=C2)(C2=CC=CC=C2)C2=CC=CC=C2)N2C(C(C2SC(CCCNC(=O)OCC2=CC=C(C=C2)[N+](=O)[O-])=O)CC)=O)=O)C=C1 (2-[3-ethyl-4-(4-p-nitrobenzyloxycarbonylaminobutyrylthio)-2-oxoazetidin-1-yl]-2-triphenylphosphoranylideneacetic acid p-nitrobenzyl ester). As a reaction SMILES: [N+:1]([C:4]1[CH:42]=[CH:41][C:7]([CH2:8][O:9][C:10](=[O:40])[CH:11]([N:13]2[CH:16]([S:17][C:18](=[O:36])[CH2:19][CH2:20][CH2:21][NH:22][C:23]([O:25][CH2:26][C:27]3[CH:32]=[CH:31][C:30]([N+:33]([O-:35])=[O:34])=[CH:29][CH:28]=3)=[O:24])[CH:15]([CH2:37][CH3:38])[C:14]2=[O:39])Cl)=[CH:6][CH:5]=1)([O-:3])=[O:2].[C:43]1([P:49]([C:56]2[CH:61]=[CH:60][CH:59]=[CH:58][CH:57]=2)[C:50]2[CH:55]=[CH:54][CH:53]=[CH:52][CH:51]=2)[CH:48]=[CH:47][CH:46]=[CH:45][CH:44]=1>O1CCCC1.C(Cl)Cl>[N+:1]([C:4]1[CH:42]=[CH:41][C:7]([CH2:8][O:9][C:10](=[O:40])[C:11]([N:13]2[CH:16]([S:17][C:18](=[O:36])[CH2:19][CH2:20][CH2:21][NH:22][C:23]([O:25][CH2:26][C:27]3[CH:32]=[CH:31][C:30]([N+:33]([O-:35])=[O:34])=[CH:29][CH:28]=3)=[O:24])[CH:15]([CH2:37][CH3:38])[C:14]2=[O:39])=[P:49]([C:50]2[CH:51]=[CH:52][CH:53]=[CH:54][CH:55]=2)([C:56]2[CH:61]=[CH:60][CH:59]=[CH:58][CH:57]=2)[C:43]2[CH:44]=[CH:45][CH:46]=[CH:47][CH:48]=2)=[CH:6][CH:5]=1)([O-:3])=[O:2]. Reported procedure: The resulting crude 2-[3-ethyl-4-(4-p-nitrobenzyloxycarbonylaminobutyrylthio)-2-oxoazetidin- 1-yl]-2-chloroacetic acid p-nitrobenzyl ester is dissolved in a minimum amount of tetrahydrofuran, 9 g of triphenylphosphine are added and the mixture is stirred overnight at room temperature under nitrogen. The reaction mixture is diluted with 250 ml of methylene chloride, washed with saturated aqueous sodium bicarbonate solution, dried and concentrated by evaporation in vacuo. The residue is chromatogr... Reactants: COC([C@@H](NC(C(CSC(C)=O)CC1=CC=CC=C1)=O)CC(=O)OC)=O (N-(S-acetyl-2'-benzyl-3'-mercaptopropionyl)aspartic acid dimethyl ester), [S-2].[Na+].[Na+] (sodium sulphide). Yields the product C(C1=CC=CC=C1)C(C(=O)N[C@@H](CC(=O)O)C(=O)O)CS (N-[2'-Benzyl-3'-mercaptopropionyl]aspartic acid). As a reaction SMILES: C[O:2][C:3](=[O:26])[C@H:4]([CH2:21][C:22]([O:24]C)=[O:23])[NH:5][C:6](=[O:20])[CH:7]([CH2:13][C:14]1[CH:19]=[CH:18][CH:17]=[CH:16][CH:15]=1)[CH2:8][S:9]C(=O)C.[S-2].[Na+].[Na+]>>[CH2:13]([CH:7]([CH2:8][SH:9])[C:6]([NH:5][C@H:4]([C:3]([OH:26])=[O:2])[CH2:21][C:22]([OH:24])=[O:23])=[O:20])[C:14]1[CH:19]=[CH:18][CH:17]=[CH:16][CH:15]=1 |f:1.2.3|. Procedure details: Prepared by Method C of Example 19 but utilising N-(S-acetyl-2'-benzyl-3'-mercaptopropionyl)aspartic acid dimethyl ester and stirring with sodium sulphide for 3 hours. This afforded the title compound as a clear oil, an approximately equimolar mixture of diastereoisomers.